This data is from the Open Reaction Database (ORD), a public repository of structured organic reaction records. The task is: describe an organic reaction: reactants, conditions, products, and yield The reactants are C([C@@H](O)[C@H](O)C(=O)O)(=O)O (d-tartaric acid), C1(CCC1)CN1[C@H]2[C@@H]3[C@H](CC(C[C@@]3(C=3C=C(C=CC3C2)O)CC1)=O)C (17-cyclobutylmethyl-3-hydroxy-8β-methylmorphinan-6-one). The solvent is C(C)O (ethanol), C(C)O (ethanol). The product is C(=O)(O)C(O)C(O)C(=O)O.C1(CCC1)CN1[C@H]2[C@@H]3[C@H](CC(C[C@@]3(C=3C=C(C=CC3C2)O)CC1)=O)C (17-Cyclobutylmethyl-3-hydroxy-8β-methylmorphinan-6-one Tartrate). Reaction SMILES: [C:1]([OH:10])(=[O:9])[C@H:2]([C@@H:4]([C:6]([OH:8])=[O:7])[OH:5])[OH:3].[CH:11]1([CH2:15][N:16]2[CH2:33][CH2:32][C@@:23]34[C:24]5[CH:25]=[C:26]([OH:31])[CH:27]=[CH:28][C:29]=5[CH2:30][C@@H:17]2[C@@H:18]3[C@@H:19]([CH3:35])[CH2:20][C:21](=[O:34])[CH2:22]4)[CH2:14][CH2:13][CH2:12]1>C(O)C>[C:6]([CH:4]([CH:2]([C:1]([OH:10])=[O:9])[OH:3])[OH:5])([OH:8])=[O:7].[CH:11]1([CH2:15][N:16]2[CH2:33][CH2:32][C@@:23]34[C:24]5[CH:25]=[C:26]([OH:31])[CH:27]=[CH:28][C:29]=5[CH2:30][C@@H:17]2[C@@H:18]3[C@@H:19]([CH3:35])[CH2:20][C:21](=[O:34])[CH2:22]4)[CH2:14][CH2:13][CH2:12]1 |f:3.4|. Procedure details: To a stirred solution of d-tartaric acid (16.09, 106 mmole) in ethanol (100 ml) was added dropwise a solution of 17-cyclobutylmethyl-3-hydroxy-8β-methylmorphinan-6-one (TR-5130-free base, 32.0 g, 94 mmole) in ethanol (100 ml). After several minutes of stirring, a white solid began to precipitate. The slurry was stirred at room temperature for several hours and then kept in the cold overnight. The solid was collected, washed with cold ethanol followed by ether and dried at atmospheric pressure an... The reactants are ClC=1C(=C(C=C2C(C(=CN(C12)C1CC1)C(=O)NCC1=C(C=C(C=C1)Cl)Cl)=O)F)F (8-Chloro-1-cyclopropyl-N-(2,4-dichlorobenzyl)-6,7-difluoro-4-oxo-1,4-dihydroquinoline-3-carboxamide), Cl.O=C1NCC2(C1)CCNCC2 (3-oxo-2,8-diazaspiro[4,5]decane hydrochloride), C(C)(C)N(C(C)C)CC (N,N-diisopropylethylamine). Run in CS(=O)C (DMSO). Yields the product ClC=1C(=C(C=C2C(C(=CN(C12)C1CC1)C(=O)NCC1=C(C=C(C=C1)Cl)Cl)=O)F)N1CCC2(CC(NC2)=O)CC1 (8-Chloro-1-cyclopropyl-N-(2,4-dichlorobenzyl)-6-fluoro-4-oxo-7-(3-oxo-2,8-diazaspiro[4.5]dec-8-yl)-1,4-dihydroquinoline-3-carboxamide). Reaction SMILES: [Cl:1][C:2]1[C:3](F)=[C:4]([F:28])[CH:5]=[C:6]2[C:11]=1[N:10]([CH:12]1[CH2:14][CH2:13]1)[CH:9]=[C:8]([C:15]([NH:17][CH2:18][C:19]1[CH:24]=[CH:23][C:22]([Cl:25])=[CH:21][C:20]=1[Cl:26])=[O:16])[C:7]2=[O:27].Cl.[O:31]=[C:32]1[CH2:36][C:35]2([CH2:41][CH2:40][NH:39][CH2:38][CH2:37]2)[CH2:34][NH:33]1.C(N(CC)C(C)C)(C)C>CS(C)=O>[Cl:1][C:2]1[C:3]([N:39]2[CH2:38][CH2:37][C:35]3([CH2:34][NH:33][C:32](=[O:31])[CH2:36]3)[CH2:41][CH2:40]2)=[C:4]([F:28])[CH:5]=[C:6]2[C:11]=1[N:10]([CH:12]1[CH2:14][CH2:13]1)[CH:9]=[C:8]([C:15]([NH:17][CH2:18][C:19]1[CH:24]=[CH:23][C:22]([Cl:25])=[CH:21][C:20]=1[Cl:26])=[O:16])[C:7]2=[O:27] |f:1.2|. Procedure details: 60 mg (0.13 mmol) of the compound of Example 70A and 37 mg (0.20 mmol) of 3-oxo-2,8-diazaspiro[4,5]decane hydrochloride (Example 13A) are stirred with 91 μl (0.52 mmol) of N,N-diisopropylethylamine in 2 ml of DMSO at 120° C. for 2 days. After cooling, the entire reaction mixture is separated by preparative HPLC (method 5). Concentration of the appropriate fractions on a rotary evaporator and drying under high vacuum give 20 mg (26% of theory) of the title compound. Reactants: CO.C(Cl)Cl (MeOH DCM), Cl.NC1CCN(CC1)CCN1C2=C(N=CC1=O)C=CC(=N2)OC (4-[2-(4-amino-1-piperidinyl)ethyl]-6-(methyloxy)pyrido[2,3-b]pyrazin-3(4H)-one hydrochloride), O=C1CCC2=C(N=C(N=C2)C=O)N1 (7-oxo-5,6,7,8-tetrahydropyrido[2,3-d]pyrimidine-2-carbaldehyde), C(=O)(O)[O-].[Na+] (NaHCO3), [O-]S(=O)(=O)[O-].[Na+].[Na+] (Na2SO4), [BH-](OC(=O)C)(OC(=O)C)OC(=O)C.[Na+] (NaBH(OAc)3). Yield: 43.0%. Yields the product C(Cl)Cl.C(Cl)Cl.CO.[NH4+].[OH-] (DCM DCM MeOH NH4OH), Cl.COC=1C=CC2=C(N(C(C=N2)=O)CCN2CCC(CC2)NCC2=NC=C3C(N2)=NC(CC3)=O)N1 (2-{[(1-{2-[6-(Methyloxy)-3-oxopyrido[2,3-b]pyrazin-4(3H)-yl]ethyl}-4-piperidinyl)amino]methyl}-5,6-dihydropyrido[2,3-d]pyrimidin-7(1H)-one Hydrochloride). Reported procedure: To a solution of 4-[2-(4-amino-1-piperidinyl)ethyl]-6-(methyloxy)pyrido[2,3-b]pyrazin-3(4H)-one hydrochloride (see Example 126(m) for a preparation) (0.600 g, 1.98 mmol) in 1:1 MeOH/DCM, was added 7-oxo-5,6,7,8-tetrahydropyrido[2,3-d]pyrimidine-2-carbaldehyde (0.350 g, 1.98 mmol), NaHCO3 (0.831 g, 9.90 mmol), and excess Na2SO4. The solution was stirred at ambient temperature overnight, followed by the addition of NaBH(OAc)3 (1.68 g, 7.92 mmol). The resulting solution was stirred for an additiona... Run at time 8 hour. Reaction SMILES: [ClH:1].[NH2:2][CH:3]1[CH2:8][CH2:7][N:6]([CH2:9][CH2:10][N:11]2[C:16](=[O:17])[CH:15]=[N:14][C:13]3[CH:18]=[CH:19][C:20]([O:22][CH3:23])=[N:21][C:12]2=3)[CH2:5][CH2:4]1.[O:24]=[C:25]1[NH:36][C:29]2[N:30]=[C:31]([CH:34]=O)[N:32]=[CH:33][C:28]=2[CH2:27][CH2:26]1.C([O-])(O)=O.[Na+].[O-]S([O-])(=O)=O.[Na+].[Na+].[BH-](OC(C)=O)(OC(C)=O)OC(C)=O.[Na+].CO.[CH2:65]([Cl:67])[Cl:66]>>[CH2:65]([Cl:67])[Cl:66].[CH2:65]([Cl:67])[Cl:66].[CH3:16][OH:17].[NH4+:2].[OH-:24].[ClH:1].[CH3:23][O:22][C:20]1[CH:19]=[CH:18][C:13]2[N:14]=[CH:15][C:16](=[O:17])[N:11]([CH2:10][CH2:9][N:6]3[CH2:5][CH2:4][CH:3]([NH:2][CH2:34][C:31]4[NH:30][C:29]5=[N:36][C:25](=[O:24])[CH2:26][CH2:27][C:28]5=[CH:33][N:32]=4)[CH2:8][CH2:7]3)[C:12]=2[N:21]=1 |f:0.1,3.4,5.6.7,8.9,10.11,12.13.14.15.16,17.18|.